This data is from the Open Reaction Database (ORD), a public repository of structured organic reaction records. The task is: describe an organic reaction: reactants, conditions, products, and yield The product is CC1(C)C(C(=O)c2cn(CC3CCOCC3)c3cc(C(F)(F)F)ccc23)C1(C)C. RXN SMILES: [CH3:1][C:2]1([CH3:22])[CH:3]([C:7](=[O:8])[c:9]2[cH:10][nH:11][c:12]3[cH:13][c:14]([C:18]([F:19])([F:20])[F:21])[cH:15][cH:16][c:17]23)[C:4]1([CH3:5])[CH3:6].[CH3:23][S:24]([O:25][CH2:28][CH:29]1[CH2:30][CH2:31][O:32][CH2:33][CH2:34]1)(=[O:26])=[O:27].[H-:36].[Na+:35].[O:37]=[CH:38][N:39]([CH3:40])[CH3:41]>>[CH3:1][C:2]1([CH3:22])[CH:3]([C:7](=[O:8])[c:9]2[cH:10][n:11]([CH2:28][CH:29]3[CH2:30][CH2:31][O:32][CH2:33][CH2:34]3)[c:12]3[cH:13][c:14]([C:18]([F:19])([F:20])[F:21])[cH:15][cH:16][c:17]23)[C:4]1([CH3:5])[CH3:6]. Reactants: CC1(C)C(C(=O)c2c[nH]c3cc(C(F)(F)F)ccc23)C1(C)C, CS(=O)(=O)OCC1CCOCC1, [H-], [Na+], CN(C)C=O. Starting materials: O1C(CNC(C=2C(C(=O)N)=CC=CC2)=O)C1 (N(2,3-epoxypropyl)-phthalamide), [OH-].[Na+] (sodium hydroxide), C(=O)(O)CN1CCN(CCN(CCNCC1)CC(=O)O)CC(=O)O (1,4,7-tris(carboxymethyl)-1,4,7,10-tetraazacyclododecane), [OH-].[Na+] (sodium hydroxide), Cl (hydrochloric acid). Run in O1CCOCC1 (dioxane), O (water). Reaction conditions: temperature 50 celsius, time 24 hour. Yields the product C(=O)(O)C1=C(C=CC=C1)C(NCC(CN1CCN(CCN(CCN(CC1)CC(=O)O)CC(=O)O)CC(=O)O)O)=O (10-[5-(2-Carboxyphenyl)-2-hydroxy-5-oxo-4-aza-pentyl]-1,4,7-tris(carboxymethyl)-1,4,7,10-tetraazacyclododecane). As a reaction SMILES: [C:1]([CH2:4][N:5]1[CH2:16][CH2:15][NH:14][CH2:13][CH2:12][N:11]([CH2:17][C:18]([OH:20])=[O:19])[CH2:10][CH2:9][N:8]([CH2:21][C:22]([OH:24])=[O:23])[CH2:7][CH2:6]1)([OH:3])=[O:2].[OH-:25].[Na+].[O:27]1[CH2:42][CH:28]1[CH2:29][NH:30][C:31](=[O:41])[C:32]1[C:33](=[CH:37][CH:38]=[CH:39][CH:40]=1)[C:34](N)=[O:35].Cl>O.O1CCOCC1>[C:34]([C:33]1[CH:37]=[CH:38][CH:39]=[CH:40][C:32]=1[C:31](=[O:41])[NH:30][CH2:29][CH:28]([OH:27])[CH2:42][N:14]1[CH2:13][CH2:12][N:11]([CH2:17][C:18]([OH:20])=[O:19])[CH2:10][CH2:9][N:8]([CH2:21][C:22]([OH:24])=[O:23])[CH2:7][CH2:6][N:5]([CH2:4][C:1]([OH:3])=[O:2])[CH2:16][CH2:15]1)([OH:25])=[O:35] |f:1.2|. Procedure details: 50 g (144.3 mmol) of 1,4,7-tris(carboxymethyl)-1,4,7,10-tetraazacyclododecane (D03A) is dissolved in 250 ml of water and the pH is adjusted to 13 with 5 N sodium hydroxide solution. Then, a solution of 38.12 g (187.6 mmol) of N(2,3-epoxypropyl)-phthalamide in 100 ml of dioxane is instilled within one hour, stirred for 24 hours at 50° C. and the pH is kept at 13 by adding 5 N sodium hydroxide solution. The solution is adjusted to pH 2 with 10% hydrochloric acid and evaporated to dryness in a vacu... Starting materials: NC1=CC=C(C=C1)C=1C=C2CN(C(C2=CC1)=O)[C@H](C(=O)OC)C(C)C ((S)-Methyl 2-(5-(4-aminophenyl)-1-oxoisoindolin-2-yl)-3-methylbutanoate), N1=CC=CC=C1 (pyridine), C(C1=CC=CC=C1)(=O)Br (benzoyl bromide). Run in ClCCl (dichloromethane). Conditions: time 5 minute. Product: C(C1=CC=CC=C1)(=O)NC1=CC=C(C=C1)C=1C=C2CN(C(C2=CC1)=O)[C@H](C(=O)OC)C(C)C ((S)-Methyl 2-(5-(4-benzamidophenyl)-1-oxoisoindolin-2-yl)-3-methylbutanoate). RXN SMILES: [NH2:1][C:2]1[CH:7]=[CH:6][C:5]([C:8]2[CH:9]=[C:10]3[C:14](=[CH:15][CH:16]=2)[C:13](=[O:17])[N:12]([C@@H:18]([CH:23]([CH3:25])[CH3:24])[C:19]([O:21][CH3:22])=[O:20])[CH2:11]3)=[CH:4][CH:3]=1.N1C=CC=CC=1.[C:32](Br)(=[O:39])[C:33]1[CH:38]=[CH:37][CH:36]=[CH:35][CH:34]=1>ClCCl>[C:32]([NH:1][C:2]1[CH:7]=[CH:6][C:5]([C:8]2[CH:9]=[C:10]3[C:14](=[CH:15][CH:16]=2)[C:13](=[O:17])[N:12]([C@@H:18]([CH:23]([CH3:25])[CH3:24])[C:19]([O:21][CH3:22])=[O:20])[CH2:11]3)=[CH:4][CH:3]=1)(=[O:39])[C:33]1[CH:38]=[CH:37][CH:36]=[CH:35][CH:34]=1. Reported procedure: To a solution of compound of example 223 (100 mg, 0.295 mmol) in dichloromethane (3 mL), pyridine (70.53 mg, 0.885 mmol) was added and stirred for 5 min followed by addition of benzoyl bromide (81.96 mg, 0.443 mmol). The reaction mixture was stirred for about 16 h. After completion of the reaction, the solvent was evaporated to obtain the title compound, which was directly used for the preparation of compound of example 305. Reactants: C(C)N(C(\C=C\C(C)O)=O)CC ((E)-N,N-Diethyl-4-hydroxy-2-pentenamide), ClP(C1=CC=CC=C1)(C1=CC=CC=C1)(C1=CC=CC=C1)Cl (dichlorotriphenylphosphorane). Run in C(Cl)Cl (methylene chloride). The product is ClC(/C=C/C(=O)N(CC)CC)C ((E)-4-chloro-N,N-diethyl-2-pentenamide). As a reaction SMILES: [CH2:1]([N:3]([CH2:11][CH3:12])[C:4](=[O:10])/[CH:5]=[CH:6]/[CH:7](O)[CH3:8])[CH3:2].[Cl:13]P(Cl)(C1C=CC=CC=1)(C1C=CC=CC=1)C1C=CC=CC=1>C(Cl)Cl>[Cl:13][CH:7]([CH3:8])/[CH:6]=[CH:5]/[C:4]([N:3]([CH2:11][CH3:12])[CH2:1][CH3:2])=[O:10]. Procedure: To (E)-N,N-Diethyl-4-hydroxy-2-pentenamide (0.67 g, 3.93 mmol) in methylene chloride cooled to -15° C. in a flame dried flask is added dichlorotriphenylphosphorane (1.40 g, 4.33 mmol). The reaction is warmed to ambient temperature, quenched by addition of ice (10 ml), extracted with methylene chloride (3×20 ml), washed with saline (30 ml), dried over sodium sulfate, concentrated in vacuo, and chromatographed on silica gel (230-400 mesh, 100 ml), eluting with hexane/ethyl acetate (75/25). The app...